From a dataset of the Open Reaction Database (ORD), a public repository of structured organic reaction records. describe an organic reaction: reactants, conditions, products, and yield Starting materials: BrCC1COC2=C(O1)C=CC=C2 (2-bromomethyl-1,4-benzodioxane), Br.ClC=1C=CC(=C(NC2CCNCC2)C1)[N+](=O)[O-] (4-(5-chloro-2-nitroanilino)-piperidine hydrobromide), C([O-])([O-])=O.[K+].[K+] (potassium carbonate), [I-].[K+] (potassium iodide). Reported procedure: 11.5 g of 2-bromomethyl-1,4-benzodioxane, 20.4 g of 4-(5-chloro-2-nitroanilino)-piperidine hydrobromide, 20 g of potassium carbonate and 0.5 g of potassium iodide were dissolved in 120 ml of methyl isopropyl ketone and the solution was heated under reflux for 24 hours. After the mixture had been cooled, water was added and the organic phase was separated off, dried and concentrated. Product: O1C(COC2=C1C=CC=C2)CN2CCC(CC2)NC2=C(C=CC(=C2)Cl)[N+](=O)[O-] (1-[(Benzo-1,4-dioxan-2-yl)-methyl]-4-(5-chloro-2-nitroanilino)-piperidine). Run in C(C)(C)C(=O)C (methyl isopropyl ketone), O (water). Reaction SMILES: Br[CH2:2][CH:3]1[O:8][C:7]2[CH:9]=[CH:10][CH:11]=[CH:12][C:6]=2[O:5][CH2:4]1.Br.[Cl:14][C:15]1[CH:16]=[CH:17][C:18]([N+:28]([O-:30])=[O:29])=[C:19]([CH:27]=1)[NH:20][CH:21]1[CH2:26][CH2:25][NH:24][CH2:23][CH2:22]1.C(=O)([O-])[O-].[K+].[K+].[I-].[K+]>C(C(C)=O)(C)C.O>[O:8]1[C:7]2[CH:9]=[CH:10][CH:11]=[CH:12][C:6]=2[O:5][CH2:4][CH:3]1[CH2:2][N:24]1[CH2:25][CH2:26][CH:21]([NH:20][C:19]2[CH:27]=[C:15]([Cl:14])[CH:16]=[CH:17][C:18]=2[N+:28]([O-:30])=[O:29])[CH2:22][CH2:23]1 |f:1.2,3.4.5,6.7|. The reactants are ClC1=C(C=CC(=C1OC)OC)C=CC(=O)NC=1C(=CC2=C(S(C3=C2C=C(C(=C3)NC(C=CC3=C(C(=C(C=C3)OC)OC)Cl)=O)Br)(=O)=O)C1)Br (3-(2-Chloro-3,4-dimethoxyphenyl)-N-[2,8-dibromo-7-[3-(2-chloro-3,4-dimethoxyphenyl)acryloylamino]-5,5-dioxo-5H-5λ6 -dibenzothiophen-3-yl}acrylamide), tetrakistriphenylphosphine palladium(0), C(C)OP(OCC)[O-] (diethylphosphite), N,N-dimethylformamide(DMF). Run in C(C)N(CC)CC (triethylamine). Run at temperature 90 celsius. Yields the product C(C)OP(O)(=O)C1=CC2=C(S(C3=C2C=C(C(=C3)NC(C=CC3=C(C(=C(C=C3)OC)OC)Cl)=O)P(=O)(O)OCC)(=O)=O)C=C1NC(C=CC1=C(C(=C(C=C1)OC)OC)Cl)=O ([3,7-bis-[3-(2-chloro-3,4-dimethoxyphenyl)acryloylamino]-8-(ethoxyhydroxyphosphoryl)-5,5-dioxo-5H-5λ6 -dibenzothiophen-2-yl]-phosphonic acid monoethyl ester). Reaction SMILES: [Cl:1][C:2]1[C:7]([O:8][CH3:9])=[C:6]([O:10][CH3:11])[CH:5]=[CH:4][C:3]=1[CH:12]=[CH:13][C:14]([NH:16][C:17]1[C:18](Br)=[CH:19][C:20]2[C:24]3[CH:25]=[C:26](Br)[C:27]([NH:29][C:30](=[O:44])[CH:31]=[CH:32][C:33]4[CH:38]=[CH:37][C:36]([O:39][CH3:40])=[C:35]([O:41][CH3:42])[C:34]=4[Cl:43])=[CH:28][C:23]=3[S:22](=[O:47])(=[O:46])[C:21]=2[CH:48]=1)=[O:15].C([O:52][P:53]([O-:57])[O:54][CH2:55][CH3:56])C>C(N(CC)CC)C>[CH2:55]([O:54][P:53]([C:18]1[C:17]([NH:16][C:14](=[O:15])[CH:13]=[CH:12][C:3]2[CH:4]=[CH:5][C:6]([O:10][CH3:11])=[C:7]([O:8][CH3:9])[C:2]=2[Cl:1])=[CH:48][C:21]2[S:22](=[O:46])(=[O:47])[C:23]3[CH:28]=[C:27]([NH:29][C:30](=[O:44])[CH:31]=[CH:32][C:33]4[CH:38]=[CH:37][C:36]([O:39][CH3:40])=[C:35]([O:41][CH3:42])[C:34]=4[Cl:43])[C:26]([P:53]([O:54][CH2:55][CH3:56])([OH:52])=[O:57])=[CH:25][C:24]=3[C:20]=2[CH:19]=1)(=[O:52])[OH:57])[CH3:56]. Reported procedure: To a nitrogen flushed flask containing 2.45 g of the product of Example 16 was added, via syringe, 1.04 ml of diethylphosphite, 1.12 ml of triethylamine and 15 ml of N,N-dimethylformamide(DMF). The resulting stirred mixture was heated to 90° C. and 1.66 g of tetrakistriphenylphosphine palladium(0) was added, rapidly. The reaction was cooled, and the product precipitated by the addition of excess (200 ml) of 1N hydrochloric acid. The solid was collected, washed and lip dried in vacuo. The collect...